From a dataset of the Open Reaction Database (ORD), a public repository of structured organic reaction records. describe an organic reaction: reactants, conditions, products, and yield The reactants are BrC1=CC=C(C=C1)/C=C/C(=O)O ((2E)-3-(4-bromophenyl)prop-2-enoic acid), S(=O)(=O)(Cl)Cl (sulfuryl dichloride), CO (MeOH). The product is BrC1=CC=C(C=C1)/C=C/C(=O)OC (Methyl (E)-3-(4-bromophenyl)prop-2-enoate). As a reaction SMILES: [Br:1][C:2]1[CH:7]=[CH:6][C:5](/[CH:8]=[CH:9]/[C:10]([OH:12])=[O:11])=[CH:4][CH:3]=1.S(Cl)(Cl)(=O)=O.[CH3:18]O>>[Br:1][C:2]1[CH:3]=[CH:4][C:5](/[CH:8]=[CH:9]/[C:10]([O:12][CH3:18])=[O:11])=[CH:6][CH:7]=1. Procedure: To a stirred solution of (2E)-3-(4-bromophenyl)prop-2-enoic acid (4.5 g, 0.020 mol) in MeOH (20 mL), sulfuryl dichloride (2.7 g, 0.023 mol) was added dropwise at 0° C. The resulting solution was heated to reflux for 1 h. The reaction mixture was allowed to cool to rt and concentrated to dryness under reduced pressure to yield a residue, which was subjected to flash column chromatography on silica gel (5-10% EtOAc/petroleum ether) to afford compound 66c as a colorless oil. Mass Spectrum (GCMS, ES... Reactants: O=C1N(C(C2=CC=CC=C12)=O)CCC(C(=O)OC(C)(C)C)C1(C(N(CC1)CC1=CC=CC=C1)=O)CC(C)C (tert-butyl α-[2-(1,3-dihydro-1,3-dioxo-2H-isoindol-2-yl)ethyl]-3-(2-methylpropyl)-2-oxo-1-(phenylmethyl)-3-pyrrolidineacetate), C(=O)(C(F)(F)F)O (TFA). RXN SMILES: [O:1]=[C:2]1[C:10]2[C:5](=[CH:6][CH:7]=[CH:8][CH:9]=2)[C:4](=[O:11])[N:3]1[CH2:12][CH2:13][CH:14]([C:22]1([CH2:35][CH:36]([CH3:38])[CH3:37])[CH2:26][CH2:25][N:24]([CH2:27][C:28]2[CH:33]=[CH:32][CH:31]=[CH:30][CH:29]=2)[C:23]1=[O:34])[C:15]([O:17]C(C)(C)C)=[O:16].C(O)(C(F)(F)F)=O>C(Cl)Cl>[O:1]=[C:2]1[C:10]2[C:5](=[CH:6][CH:7]=[CH:8][CH:9]=2)[C:4](=[O:11])[N:3]1[CH2:12][CH2:13][CH:14]([C:22]1([CH2:35][CH:36]([CH3:38])[CH3:37])[CH2:26][CH2:25][N:24]([CH2:27][C:28]2[CH:33]=[CH:32][CH:31]=[CH:30][CH:29]=2)[C:23]1=[O:34])[C:15]([OH:17])=[O:16]. The product is O=C1N(C(C2=CC=CC=C12)=O)CCC(C(=O)O)C1(C(N(CC1)CC1=CC=CC=C1)=O)CC(C)C (α-[2-(1,3-dihydro-1,3-dioxo-2H-isoindol-2-yl)ethyl]-3-(2-methylpropyl)-2-oxo-1-(phenylmethyl)-3-pyrrolidineacetic acid). Reaction conditions: temperature 0 celsius, time 1 hour. Procedure details: A cold (0° C.) solution of tert-butyl α-[2-(1,3-dihydro-1,3-dioxo-2H-isoindol-2-yl)ethyl]-3-(2-methylpropyl)-2-oxo-1-(phenylmethyl)-3-pyrrolidineacetate (500 mg, 0.964 mmol) in CH2Cl2 (2 ml) is treated with TFA (2 mL) and maintained at 0° C. for 1 hour, and then at room temperature for 1 hour. The solvent is removed in vacuo to give a quantitative yield of α-[2-(1,3-dihydro-1,3-dioxo-2H-isoindol-2-yl)ethyl]-3-(2-methylpropyl)-2-oxo-1-(phenylmethyl)-3-pyrrolidineacetic acid as a gelatinous solid. Solvent: C(Cl)Cl (CH2Cl2). Reactants: CC1=C(N=C(O1)C1=CC=CC=C1)COC=1C=C(COC2=C(C=CC=C2)CC(=O)OC)C=CC1 (methyl 2-[2-[3-[(5-methyl-2-phenyl-4-oxazolyl)methoxy]benzyloxy]phenyl]acetate), O1CCCC1 (tetrahydrofuran), [OH-].[Na+] (sodium hydroxide), Cl (Hydrochloric acid). Solvent: CO (methanol), O (water). Reaction conditions: temperature 50 celsius, time 1 hour. Yields the product CC1=C(N=C(O1)C1=CC=CC=C1)COC=1C=C(COC2=C(C=CC=C2)CC(=O)O)C=CC1 (2-[2-[3-[(5-methyl-2-phenyl-4-oxazolyl)methoxy]benzyloxy]phenyl]acetic acid). Yield: 84.7%. Reaction SMILES: [CH3:1][C:2]1[O:6][C:5]([C:7]2[CH:12]=[CH:11][CH:10]=[CH:9][CH:8]=2)=[N:4][C:3]=1[CH2:13][O:14][C:15]1[CH:16]=[C:17]([CH:31]=[CH:32][CH:33]=1)[CH2:18][O:19][C:20]1[CH:25]=[CH:24][CH:23]=[CH:22][C:21]=1[CH2:26][C:27]([O:29]C)=[O:28].O1CCCC1.[OH-].[Na+].Cl>O.CO>[CH3:1][C:2]1[O:6][C:5]([C:7]2[CH:12]=[CH:11][CH:10]=[CH:9][CH:8]=2)=[N:4][C:3]=1[CH2:13][O:14][C:15]1[CH:16]=[C:17]([CH:31]=[CH:32][CH:33]=1)[CH2:18][O:19][C:20]1[CH:25]=[CH:24][CH:23]=[CH:22][C:21]=1[CH2:26][C:27]([OH:29])=[O:28] |f:2.3|. Procedure details: To a mixture of methyl 2-[2-[3-[(5-methyl-2-phenyl-4-oxazolyl)methoxy]benzyloxy]phenyl]acetate (0.50 g), tetrahydrofuran (2 mL) and methanol (2 mL) was added a 1N aqueous sodium hydroxide solution (2.0 mL) and the mixture was stirred at 50° C. for 1 hr. 1N Hydrochloric acid (2 mL) and water were added to acidify the reaction mixture and the mixture was extracted with ethyl acetate. The organic layer was washed with saturated brine, dried over anhydrous magnesium sulfate and concentrated: to give... Starting materials: O=C([O-])O, CCO, Cc1cc(C(F)(F)F)cc(C#N)n1, Cl, NO, [Na+]. The product is Cc1cc(C(F)(F)F)cc(C(N)=O)n1. Reaction SMILES: [C:1]([O-:2])(=[O:3])[OH:4].[CH3:22][CH2:23][OH:24].[CH3:9][c:10]1[cH:11][c:12]([C:18]([F:19])([F:20])[F:21])[cH:13][c:14]([C:16]#[N:17])[n:15]1.[ClH:6].[NH2:7][OH:8].[Na+:5]>>[O:2]=[C:16]([c:14]1[cH:13][c:12]([C:18]([F:19])([F:20])[F:21])[cH:11][c:10]([CH3:9])[n:15]1)[NH2:17]. Starting materials: C(#N)C1=CC(=C(C=C1)C=1C=NN(C1O)C1=NC=C(C(=O)O)C=C1)C (6-(4-(4-cyano-2-methylphenyl)-5-hydroxy-1H-pyrazol-1-yl)nicotinic acid), NCCCO (3-aminopropan-1-ol). Yields the product C(#N)C1=CC(=C(C=C1)C=1C=NN(C1O)C1=NC=C(C(=O)NCCCO)C=C1)C (6-(4-(4-cyano-2-methylphenyl)-5-hydroxy-1H-pyrazol-1-yl)-N-(3-hydroxypropyl)nicotinamide). Reaction SMILES: [C:1]([C:3]1[CH:8]=[CH:7][C:6]([C:9]2[CH:10]=[N:11][N:12]([C:15]3[CH:23]=[CH:22][C:18]([C:19](O)=[O:20])=[CH:17][N:16]=3)[C:13]=2[OH:14])=[C:5]([CH3:24])[CH:4]=1)#[N:2].[NH2:25][CH2:26][CH2:27][CH2:28][OH:29]>>[C:1]([C:3]1[CH:8]=[CH:7][C:6]([C:9]2[CH:10]=[N:11][N:12]([C:15]3[CH:23]=[CH:22][C:18]([C:19]([NH:25][CH2:26][CH2:27][CH2:28][OH:29])=[O:20])=[CH:17][N:16]=3)[C:13]=2[OH:14])=[C:5]([CH3:24])[CH:4]=1)#[N:2]. Procedure details: The title compound was prepared in a manner similar to Example 112 using 6-(4-(4-cyano-2-methylphenyl)-5-hydroxy-1H-pyrazol-1-yl)nicotinic acid and 3-aminopropan-1-ol. 1H NMR (400 MHz, DMSO-d6) δ ppm 1.71 (quin, J=6.69 Hz, 2H) 2.44 (s, 3H) 3.32-3.39 (m, 2H) 3.49 (br. s., 2H) 4.51 (br. s., 1H) 7.66 (dd, J=7.83, 1.52 Hz, 1H) 7.73 (s, 1H) 7.78 (d, J=6.82 Hz, 1H) 8.17 (br. s., 1H) 8.41 (d, J=6.32 Hz, 2H) 8.69 (t, J=5.43 Hz, 1H) 8.88-8.95 (m, 1H) 12.93-13.41 (m, 1H). MS m/z [M+H]+ 378.1. The reactants are COC1=CC2=C(CC(N(CC2)CCCCl)=O)C=C1OC (3-(7,8-dimethoxy-1,3,4,5-tetrahydro-2H-3-benzazepin-2-on-3-yl)-1-chloropropane), NC1=C(C=C(C=C1Br)NCCCN)Br (3-(4-amino-3,5-dibromophenylamino)-propylamine). Yields the product COC1=CC2=C(CC(N(CC2)CCCNCCCNC2=CC(=C(C(=C2)Br)N)Br)=O)C=C1OC (N-[3-(7,8-Dimethoxy-1,3,4,5-tetrahydro-2H-3-benzazepin-2-on-3-yl)-propyl]-3-(4-amino-3,5-dibromophenylamino)-propylamine). Reaction SMILES: [CH3:1][O:2][C:3]1[C:18]([O:19][CH3:20])=[CH:17][C:6]2[CH2:7][C:8](=[O:16])[N:9]([CH2:12][CH2:13][CH2:14]Cl)[CH2:10][CH2:11][C:5]=2[CH:4]=1.[NH2:21][C:22]1[C:27]([Br:28])=[CH:26][C:25]([NH:29][CH2:30][CH2:31][CH2:32][NH2:33])=[CH:24][C:23]=1[Br:34]>>[CH3:1][O:2][C:3]1[C:18]([O:19][CH3:20])=[CH:17][C:6]2[CH2:7][C:8](=[O:16])[N:9]([CH2:12][CH2:13][CH2:14][NH:33][CH2:32][CH2:31][CH2:30][NH:29][C:25]3[CH:24]=[C:23]([Br:34])[C:22]([NH2:21])=[C:27]([Br:28])[CH:26]=3)[CH2:10][CH2:11][C:5]=2[CH:4]=1. Procedure: The title compound is prepared from 3-(7,8-dimethoxy-1,3,4,5-tetrahydro-2H-3-benzazepin-2-on-3-yl)-1-chloropropane and 3-(4-amino-3,5-dibromophenylamino)-propylamine analogously to Example 1. Reactants: BrC1=C(N=C2N1N=CC=C2N2CCOCC2)C=O (3-Bromo-8-morpholinoimidazo[1,2-b]pyridazine-2-carbaldehyde), COC(=O)C1=CC=C(C=C1)B(O)O ([4-(methoxycarbonyl)phenyl]boronic acid). Yields the product C(=O)C=1N=C2N(N=CC=C2N2CCOCC2)C1C1=CC=C(C(=O)OC)C=C1 (Methyl 4-(2-formyl-8-morpholinoimidazo[1,2-b]pyridazin-3-yl)benzoate). As a reaction SMILES: Br[C:2]1[N:6]2[N:7]=[CH:8][CH:9]=[C:10]([N:11]3[CH2:16][CH2:15][O:14][CH2:13][CH2:12]3)[C:5]2=[N:4][C:3]=1[CH:17]=[O:18].[CH3:19][O:20][C:21]([C:23]1[CH:28]=[CH:27][C:26](B(O)O)=[CH:25][CH:24]=1)=[O:22]>>[CH:17]([C:3]1[N:4]=[C:5]2[C:10]([N:11]3[CH2:16][CH2:15][O:14][CH2:13][CH2:12]3)=[CH:9][CH:8]=[N:7][N:6]2[C:2]=1[C:26]1[CH:27]=[CH:28][C:23]([C:21]([O:20][CH3:19])=[O:22])=[CH:24][CH:25]=1)=[O:18]. Procedure: Compound 14b (3.0 g, 11 mmol) was subjected to Suzuki coupling conditions with [4-(methoxycarbonyl)phenyl]boronic acid using the procedure described in Example 38, Step A to obtain compound 58c as a gray solid. Mass Spectrum (LCMS, ESI pos.): Calcd. for C19H18N4O4: 367.1 (M+H). Found: 367.2.